Dataset: the Open Reaction Database (ORD), a public repository of structured organic reaction records. Task: describe an organic reaction: reactants, conditions, products, and yield Reactants: C(C)(C)(C)OC(=O)N[C@H]1COC2=C(C=3N(C1)C=1C=C(C=CC1C3C3CCCCC3)C(=O)OC)C=CC=C2 (Methyl (7R)-7-[(tert-butoxycarbonyl)amino]-14-cyclohexyl-7,8-dihydro-6H-indolo[1,2-e][1,5]benzoxazocine-11-carboxylate), C(=O)(C(F)(F)F)O (TFA), C(=O)(O)[O-].[Na+] (NaHCO3). The solvent is C(Cl)Cl (DCM), C(Cl)Cl (DCM). Reaction conditions: time 1 hour. The product is N[C@H]1COC2=C(C=3N(C1)C=1C=C(C=CC1C3C3CCCCC3)C(=O)OC)C=CC=C2 (methyl(7R)-7-amino-14-cyclohexyl-7,8-dihydro-6H-indolo[1,2-e][1,5]benzoxazocine-11-carboxylate). The yield is 100.0%. As a reaction SMILES: C(OC([NH:8][C@@H:9]1[CH2:16][N:15]2[C:17]3[CH:18]=[C:19]([C:30]([O:32][CH3:33])=[O:31])[CH:20]=[CH:21][C:22]=3[C:23]([CH:24]3[CH2:29][CH2:28][CH2:27][CH2:26][CH2:25]3)=[C:14]2[C:13]2[CH:34]=[CH:35][CH:36]=[CH:37][C:12]=2[O:11][CH2:10]1)=O)(C)(C)C.C(O)(C(F)(F)F)=O.C([O-])(O)=O.[Na+]>C(Cl)Cl>[NH2:8][C@@H:9]1[CH2:16][N:15]2[C:17]3[CH:18]=[C:19]([C:30]([O:32][CH3:33])=[O:31])[CH:20]=[CH:21][C:22]=3[C:23]([CH:24]3[CH2:29][CH2:28][CH2:27][CH2:26][CH2:25]3)=[C:14]2[C:13]2[CH:34]=[CH:35][CH:36]=[CH:37][C:12]=2[O:11][CH2:10]1 |f:2.3|. Procedure details: Methyl (7R)-7-[(tert-butoxycarbonyl)amino]-14-cyclohexyl-7,8-dihydro-6H-indolo[1,2-e][1,5]benzoxazocine-11-carboxylate (0.14 M) in DCM was treated with TFA (10 eq) and stirred at RT for 1 h. The reaction was diluted with DCM and cautiously basified with aq. NaHCO3, before separating the phases and extracting the aqueous with DCM. The combined organics were washed with brine, dried over Na2SO4, filtered and concentrated in vacuo to afford the product as an off-white foam (100%) that was used with... The reactants are CC(C)C(=O)Cl, CC(C)=O, [N-]=C=S, Cc1cc2c(cn1)cc(-c1cc(N)ccc1C)c(=O)n2C, [NH4+]. The product is Cc1cc2c(cn1)cc(-c1cc(NC(=S)NC(=O)C(C)C)ccc1C)c(=O)n2C. RXN SMILES: [C:1]([CH:2]([CH3:3])[CH3:4])(=[O:5])[Cl:6].[CH3:32][C:33](=[O:34])[CH3:35].[N-:7]=[C:8]=[S:9].[NH2:11][c:12]1[cH:13][cH:14][c:15]([CH3:31])[c:16](-[c:18]2[c:19](=[O:30])[n:20]([CH3:29])[c:21]3[cH:22][c:23]([CH3:28])[n:24][cH:25][c:26]3[cH:27]2)[cH:17]1.[NH4+:10]>>[C:1]([CH:2]([CH3:3])[CH3:4])(=[O:5])[NH:7][C:8](=[S:9])[NH:11][c:12]1[cH:13][cH:14][c:15]([CH3:31])[c:16](-[c:18]2[c:19](=[O:30])[n:20]([CH3:29])[c:21]3[cH:22][c:23]([CH3:28])[n:24][cH:25][c:26]3[cH:27]2)[cH:17]1. Reactants: ClC=1C=CC2=C(C(N(CC(O2)CCCl)C)=S)C1 (7-chloro-2-(2-chloroethyl)-2,3-dihydro-4-methyl-1,4-benzoxazepine-5(4H)-thione), aqueous solution, CNC (dimethylamine), steel, C(C(=O)O)(=O)O (oxalic acid). The solvent is C(C)O (ethanol), C(C)(C)O (isopropyl alcohol). Product: O.C(C(=O)O)(=O)O.ClC=1C=CC2=C(C(N(CC(O2)CCN(C)C)C)=S)C1 (7-Chloro-2-[2-(dimethylamino)ethyl]-2,3-dihydro-4-methyl-1,4-benzoxazepine-5(4H)-thione oxalate hydrate). RXN SMILES: [Cl:1][C:2]1[CH:3]=[CH:4][C:5]2[O:11][CH:10]([CH2:12][CH2:13]Cl)[CH2:9][N:8]([CH3:15])[C:7](=[S:16])[C:6]=2[CH:17]=1.[CH3:18][NH:19][CH3:20].[C:21]([OH:26])(=[O:25])[C:22]([OH:24])=[O:23]>C(O)C.C(O)(C)C>[OH2:11].[C:21]([OH:26])(=[O:25])[C:22]([OH:24])=[O:23].[Cl:1][C:2]1[CH:3]=[CH:4][C:5]2[O:11][CH:10]([CH2:12][CH2:13][N:19]([CH3:20])[CH3:18])[CH2:9][N:8]([CH3:15])[C:7](=[S:16])[C:6]=2[CH:17]=1 |f:5.6.7|. Procedure details: To a solution of 8.0 g (0.027 mole) of 7-chloro-2-(2-chloroethyl)-2,3-dihydro-4-methyl-1,4-benzoxazepine-5(4H)-thione in 50 ml of absolute ethanol was added 6 ml (0.054 mole) of 40% aqueous solution of dimethylamine. The solution was heated in a steel bomb at 90° C. for 14 hr. The ethanol was removed under reduced pressure and the residue was partitioned between chloroform and aqueous sodium hydroxide. The chloroform layer was concentrated to give a viscous yellow oil. The oil was dissolved in i...